Dataset: the Open Reaction Database (ORD), a public repository of structured organic reaction records. Task: describe an organic reaction: reactants, conditions, products, and yield Reactants: C=C[Sn](CCCC)(CCCC)CCCC, COCCOC, O=[N+]([O-])c1cccc2cc(Br)cnc12, c1ccc(P(c2ccccc2)(c2ccccc2)[Pd](P(c2ccccc2)(c2ccccc2)c2ccccc2)(P(c2ccccc2)(c2ccccc2)c2ccccc2)P(c2ccccc2)(c2ccccc2)c2ccccc2)cc1. RXN SMILES: [CH2:15]([CH2:16][CH2:28][CH3:29])[Sn:17]([CH2:18][CH2:19][CH2:20][CH3:21])([CH2:22][CH2:23][CH2:24][CH3:25])[CH:26]=[CH2:27].[CH2:30]([CH2:31][O:32][CH3:33])[O:34][CH3:35].[N+:1](=[O:2])([O-:3])[c:4]1[cH:5][cH:6][cH:7][c:8]2[cH:9][c:10]([Br:14])[cH:11][n:12][c:13]12.[cH:36]1[cH:37][cH:38][c:39]([P:40]([Pd:41]([P:42]([c:43]2[cH:44][cH:45][cH:46][cH:47][cH:48]2)([c:49]2[cH:50][cH:51][cH:52][cH:53][cH:54]2)[c:55]2[cH:56][cH:57][cH:58][cH:59][cH:60]2)([P:61]([c:62]2[cH:63][cH:64][cH:65][cH:66][cH:67]2)([c:68]2[cH:69][cH:70][cH:71][cH:72][cH:73]2)[c:74]2[cH:75][cH:76][cH:77][cH:78][cH:79]2)[P:80]([c:81]2[cH:82][cH:83][cH:84][cH:85][cH:86]2)([c:87]2[cH:88][cH:89][cH:90][cH:91][cH:92]2)[c:93]2[cH:94][cH:95][cH:96][cH:97][cH:98]2)([c:99]2[cH:100][cH:101][cH:102][cH:103][cH:104]2)[c:105]2[cH:106][cH:107][cH:108][cH:109][cH:110]2)[cH:111][cH:112]1>>[N+:1](=[O:2])([O-:3])[c:4]1[cH:5][cH:6][cH:7][c:8]2[cH:9][c:10]([CH:15]=[CH2:16])[cH:11][n:12][c:13]12. Product: C=Cc1cnc2c([N+](=O)[O-])cccc2c1. Starting materials: C(C)OC(C(C1=CC=C(C=C1)O)=O)=O (4-hydroxy-alpha-oxobenzeneacetic acid ethyl ester), [H-].[Na+] (sodium hydride), C1(=CC=CC=C1)COC1=C(C(=CC=C1)CCCCCCBr)OCC1=CC=CC=C1 (1,2-bis-(phenylmethoxy)-3-(6-bromohexyl)benzene). Run in CN(C=O)C (dimethylformamide). Reaction conditions: time 15 minute. The product is C(C)OC(C(C1=CC=C(C=C1)OCCCCCCC1=C(C(=CC=C1)OCC1=CC=CC=C1)OCC1=CC=CC=C1)=O)=O (4-[6-[2,3-bis-(phenylmethoxy)phenyl]hexyloxy]-alpha-oxobenzeneacetic acid ethyl ester). Yield: 60.1%. RXN SMILES: [CH2:1]([O:3][C:4](=[O:14])[C:5](=[O:13])[C:6]1[CH:11]=[CH:10][C:9]([OH:12])=[CH:8][CH:7]=1)[CH3:2].[H-].[Na+].[C:17]1([CH2:23][O:24][C:25]2[CH:30]=[CH:29][CH:28]=[C:27]([CH2:31][CH2:32][CH2:33][CH2:34][CH2:35][CH2:36]Br)[C:26]=2[O:38][CH2:39][C:40]2[CH:45]=[CH:44][CH:43]=[CH:42][CH:41]=2)[CH:22]=[CH:21][CH:20]=[CH:19][CH:18]=1>CN(C)C=O>[CH2:1]([O:3][C:4](=[O:14])[C:5](=[O:13])[C:6]1[CH:11]=[CH:10][C:9]([O:12][CH2:36][CH2:35][CH2:34][CH2:33][CH2:32][CH2:31][C:27]2[CH:28]=[CH:29][CH:30]=[C:25]([O:24][CH2:23][C:17]3[CH:18]=[CH:19][CH:20]=[CH:21][CH:22]=3)[C:26]=2[O:38][CH2:39][C:40]2[CH:41]=[CH:42][CH:43]=[CH:44][CH:45]=2)=[CH:8][CH:7]=1)[CH3:2] |f:1.2|. Procedure details: A solution of 4-hydroxy-alpha-oxobenzeneacetic acid ethyl ester (0.97 g) in dimethylformamide (12 mL) was treated with 55% sodium hydride (0.22 g), stirred for 15 minutes and then 1,2-bis-(phenylmethoxy)-3-(6-bromohexyl)benzene (2.27 g) was added and rinsed in with dimethylformamide (3 mL). The mixture was stirred overnight at room temperature and worked up as in Example 20. The residual oil was purified by HPLC (ethyl acetate-hexane; 1:9) and crystallized from diethyl ether-hexane to provide 1.... The reactants are CS(=O)c1cc2n(c1)CCC2C#N, CC#N, [I-], I, [Na+], [Na+], [Na+], O=S([O-])([O-])=S, c1ccc(P(c2ccccc2)c2ccccc2)cc1. The product is CSc1cc2n(c1)CCC2C#N. Reaction SMILES: [CH3:21][S:22](=[O:23])[c:24]1[cH:25][c:26]2[n:27]([cH:33]1)[CH2:28][CH2:29][CH:30]2[C:31]#[N:32].[CH3:43][C:44]#[N:45].[I-:35].[I:1].[Na+:34].[Na+:41].[Na+:42].[S:36]([O-:37])([O-:38])(=[O:39])=[S:40].[c:2]1([P:3]([c:4]2[cH:5][cH:6][cH:7][cH:8][cH:9]2)[c:10]2[cH:11][cH:12][cH:13][cH:14][cH:15]2)[cH:16][cH:17][cH:18][cH:19][cH:20]1>>[CH3:21][S:22][c:24]1[cH:25][c:26]2[n:27]([cH:33]1)[CH2:28][CH2:29][CH:30]2[C:31]#[N:32]. Starting materials: OC1=CC2=C(C(=NO2)C2CCN(CC2)CCC2=C(N=C3N(C2=O)CCCC3)C)C=C1 (3-(2-(4-(6-hydroxybenzo[d]isoxazol-3-yl)piperidin-1-yl)ethyl)-2-methyl-6,7,8,9-tetrahydro-4H-pyrido[1,2-a]pyrimidin-4-one), C(C)(C)O.Cl (isopropanol HCl), C([O-])([O-])=O.[K+].[K+] (potassium carbonate), BrCCNC(OCC)=O (ethyl (2-bromoethyl)carbamate). Run in C(C)(C)O (isopropanol), CN(C)C=O (DMF), CC(=O)C (acetone), O (water). Reaction conditions: temperature 60 celsius, time 8 hour. Yields the product NCCOC1=CC2=C(C(=NO2)C2CCN(CC2)CCC2=C(N=C3N(C2=O)CCCC3)C)C=C1 (3-(2-(4-(6-(2-aminoethoxy)benzo[d]isoxazol-3-yl)piperidin-1-yl)ethyl)-2-methyl-6,7,8,9-tetrahydro-4H-pyrido[1,2-a]pyrimidin-4-one). Reaction SMILES: [OH:1][C:2]1[CH:30]=[CH:29][C:5]2[C:6]([CH:9]3[CH2:14][CH2:13][N:12]([CH2:15][CH2:16][C:17]4[C:22](=[O:23])[N:21]5[CH2:24][CH2:25][CH2:26][CH2:27][C:20]5=[N:19][C:18]=4[CH3:28])[CH2:11][CH2:10]3)=[N:7][O:8][C:4]=2[CH:3]=1.C(=O)([O-])[O-].[K+].[K+].Br[CH2:38][CH2:39][NH:40]C(=O)OCC.C(O)(C)C.Cl>CN(C=O)C.O.C(O)(C)C.CC(C)=O>[NH2:40][CH2:39][CH2:38][O:1][C:2]1[CH:30]=[CH:29][C:5]2[C:6]([CH:9]3[CH2:14][CH2:13][N:12]([CH2:15][CH2:16][C:17]4[C:22](=[O:23])[N:21]5[CH2:24][CH2:25][CH2:26][CH2:27][C:20]5=[N:19][C:18]=4[CH3:28])[CH2:11][CH2:10]3)=[N:7][O:8][C:4]=2[CH:3]=1 |f:1.2.3,5.6|. Procedure: A solution of 3-(2-(4-(6-hydroxybenzo[d]isoxazol-3-yl)piperidin-1-yl)ethyl)-2-methyl-6,7,8,9-tetrahydro-4H-pyrido[1,2-a]pyrimidin-4-one, prepared as described in the previous step, (6.6 g, 0.015 mmol) in DMF (50 mL) and acetone (50 mL) was treated with potassium carbonate (3.0 g, 0.03 mmol) and ethyl (2-bromoethyl)carbamate (2.4 g, 0.015 mmol). After stirring overnight at 60° C., the reaction mixture was poured in water (150 mL), extracted with chloroform (3×100 mL). The combined organic layers ... The reactants are C(C1=CC=CC=C1)OC1=CC=C(C=C1)O (p-(benzyloxy)phenol), COC(=C)C=C (2-methoxybutadiene). The solvent is C1=CC=CC=C1 (benzene). The product is C(C1=CC=CC=C1)OC=1C=C2CCC(OC2=CC1)(C)OC ((±)-6-benzyloxy-2-methoxy-2-methylchroman). Reaction SMILES: [CH2:1]([O:8][C:9]1[CH:14]=[CH:13][C:12]([OH:15])=[CH:11][CH:10]=1)[C:2]1[CH:7]=[CH:6][CH:5]=[CH:4][CH:3]=1.[CH3:16][O:17][C:18]([CH:20]=[CH2:21])=[CH2:19]>C1C=CC=CC=1>[CH2:1]([O:8][C:9]1[CH:10]=[C:11]2[C:12](=[CH:13][CH:14]=1)[O:15][C:18]([O:17][CH3:16])([CH3:19])[CH2:20][CH2:21]2)[C:2]1[CH:3]=[CH:4][CH:5]=[CH:6][CH:7]=1. Procedure: A mixture of 40 g. of p-(benzyloxy)phenol, 33.6 g. of 2-methoxybutadiene, and 30 ml. of benzene was sealed in a glass tube under N2. The tube was heated at 160°-165° for 20 hours, cooled and opened. The yellow solution was chromatographed on silica gel with 97.5:2.5 benzene-ethyl acetate to give (±)-6-benzyloxy-2-methoxy-2-methylchroman, identical with the material prepared as described in Example 44, as 34.5 g. of pale yellow oil. Reaction SMILES: [F:1][C:2]([F:15])([F:14])[C:3]1[C:11]([C:12]#[N:13])=[CH:10][CH:9]=[C:8]2[C:4]=1[CH:5]=[CH:6][NH:7]2.Br[CH:17]([CH2:22][CH3:23])[C:18]([O:20][CH3:21])=[O:19]>>[C:12]([C:11]1[C:3]([C:2]([F:14])([F:1])[F:15])=[C:4]2[C:8](=[CH:9][CH:10]=1)[N:7]([CH:17]([CH2:22][CH3:23])[C:18]([O:20][CH3:21])=[O:19])[CH:6]=[CH:5]2)#[N:13]. Reactants: FC(C1=C2C=CNC2=CC=C1C#N)(F)F (4-(trifluoromethyl)-1H-indole-5-carbonitrile), BrC(C(=O)OC)CC (methyl 2-bromobutanoate). Yields the product C(#N)C=1C(=C2C=CN(C2=CC1)C(C(=O)OC)CC)C(F)(F)F (Methyl 2-(5-cyano-4-(trifluoromethyl)-1H-indol-1-yl)butanoate). Procedure: Synthesized in a manner similar to Example 1 using 4-(trifluoromethyl)-1H-indole-5-carbonitrile and methyl 2-bromobutanoate: MS (ESI): m/z 311 (MH+). Starting materials: CCOC(=O)c1nc(-c2ccccc2C)n(C)c1CCC12CC3CC(CC(C3)C1)C2, CCO, Cl, [K+], [OH-]. Yields the product Cc1ccccc1-c1nc(C(=O)O)c(CCC23CC4CC(CC(C4)C2)C3)n1C. Reaction SMILES: [CH2:1]([CH3:2])[O:3][C:4](=[O:5])[c:6]1[n:7][c:8](-[c:24]2[c:25]([CH3:30])[cH:26][cH:27][cH:28][cH:29]2)[n:9]([CH3:23])[c:10]1[CH2:11][CH2:12][C:13]12[CH2:14][CH:15]3[CH2:16][CH:17]([CH2:18][CH:19]([CH2:20]1)[CH2:21]3)[CH2:22]2.[CH3:34][CH2:35][OH:36].[ClH:33].[K+:32].[OH-:31]>>[O:3]=[C:4]([OH:5])[c:6]1[n:7][c:8](-[c:24]2[c:25]([CH3:30])[cH:26][cH:27][cH:28][cH:29]2)[n:9]([CH3:23])[c:10]1[CH2:11][CH2:12][C:13]12[CH2:14][CH:15]3[CH2:16][CH:17]([CH2:18][CH:19]([CH2:20]1)[CH2:21]3)[CH2:22]2. Starting materials: FC(C(=O)O)(F)F (Trifluoroacetic acid), ClC=1C(=C(C=CC1)NC1=NC=NC2=CC(=C(C=C12)OC)OC1CCN(CC1)C(=O)OC(C)(C)C)F (tert-butyl 4-({4-[(3-chloro-2-fluorophenyl)amino]-6-methoxyquinazolin-7-yl}oxy)piperidine-1-carboxylate). The solvent is C(Cl)Cl (methylene chloride), C(C)[SiH](CC)CC (Triethylsilane). Conditions: time 1 hour. Product: Cl.Cl.ClC=1C(=C(C=CC1)NC1=NC=NC2=CC(=C(C=C12)OC)OC1CCNCC1)F (N-(3-chloro-2-fluorophenyl)-6-methoxy-7-(piperidin-4-yloxy)quinazolin-4-amine dihydrochloride). The yield is 317.4%. RXN SMILES: FC(F)(F)C(O)=O.[Cl:8][C:9]1[C:10]([F:42])=[C:11]([NH:15][C:16]2[C:25]3[C:20](=[CH:21][C:22]([O:28][CH:29]4[CH2:34][CH2:33][N:32](C(OC(C)(C)C)=O)[CH2:31][CH2:30]4)=[C:23]([O:26][CH3:27])[CH:24]=3)[N:19]=[CH:18][N:17]=2)[CH:12]=[CH:13][CH:14]=1>C(Cl)Cl.C([SiH](CC)CC)C>[ClH:8].[ClH:8].[Cl:8][C:9]1[C:10]([F:42])=[C:11]([NH:15][C:16]2[C:25]3[C:20](=[CH:21][C:22]([O:28][CH:29]4[CH2:34][CH2:33][NH:32][CH2:31][CH2:30]4)=[C:23]([O:26][CH3:27])[CH:24]=3)[N:19]=[CH:18][N:17]=2)[CH:12]=[CH:13][CH:14]=1 |f:4.5.6|. Procedure: Trifluoroacetic acid (50 mL) was added to a solution of tert-butyl 4-({4-[(3-chloro-2-fluorophenyl)amino]-6-methoxyquinazolin-7-yl}oxy)piperidine-1-carboxylate (750 m g, 1.49 mmol) in methylene chloride (1 mL) and Triethylsilane (1 mL) and the solution stirred for 1 hour. The reaction mixture was then evaporated under reduced pressure and the residues re-dissolved in EtOAc (5 mL). This solution was then treated with 1M HCl/Diethylether (1 mL) followed by more Diethylether (50 mL) to give a heavy... Yields the product CCOc1ccc(OC2CN(c3ccc(C(C)NC(C)=O)cc3)C2)c(F)c1. Starting materials: CC(=O)NC(C)c1ccc(Br)cc1, O=C([O-])[O-], CCOc1ccc(OC2CNC2)c(F)c1, Cc1ccccc1, CC(C)(C)O, CO, [Cs+], [Cs+], CC(=O)[O-], CC(=O)[O-], O, [Pd+2]. As a reaction SMILES: [Br:1][c:2]1[cH:3][cH:4][c:5]([CH:8]([CH3:9])[NH:10][C:11]([CH3:12])=[O:13])[cH:6][cH:7]1.[C:29](=[O:30])([O-:31])[O-:32].[CH2:14]([CH3:15])[O:16][c:17]1[cH:18][c:19]([F:28])[c:20]([O:21][CH:22]2[CH2:23][NH:24][CH2:25]2)[cH:26][cH:27]1.[CH3:36][c:37]1[cH:38][cH:39][cH:40][cH:41][cH:42]1.[CH3:43][C:44]([OH:45])([CH3:46])[CH3:47].[CH3:57][OH:58].[Cs+:33].[Cs+:34].[O-:49][C:50]([CH3:51])=[O:52].[O-:53][C:54]([CH3:55])=[O:56].[OH2:35].[Pd+2:48]>>[c:2]1([N:24]2[CH2:23][CH:22]([O:21][c:20]3[c:19]([F:28])[cH:18][c:17]([O:16][CH2:14][CH3:15])[cH:27][cH:26]3)[CH2:25]2)[cH:3][cH:4][c:5]([CH:8]([CH3:9])[NH:10][C:11]([CH3:12])=[O:13])[cH:6][cH:7]1. Reactants: COc1ccc(C2(c3cccc(Br)c3)N=C(N)c3c(F)cccc32)cc1Cl, O=C([O-])[O-], CCOC(C)=O, COCCOC, CCO, [Cs+], [Cs+], O, O, OB(O)c1cncnc1. The product is COc1ccc(C2(c3cccc(-c4cncnc4)c3)N=C(N)c3c(F)cccc32)cc1Cl. RXN SMILES: [Br:1][c:2]1[cH:3][c:4]([C:8]2([c:19]3[cH:20][c:21]([Cl:27])[c:22]([O:25][CH3:26])[cH:23][cH:24]3)[N:9]=[C:10]([NH2:18])[c:11]3[c:12]([F:17])[cH:13][cH:14][cH:15][c:16]32)[cH:5][cH:6][cH:7]1.[C:37](=[O:38])([O-:39])[O-:40].[CH3:43][CH2:44][O:45][C:46]([CH3:47])=[O:48].[CH3:49][O:50][CH2:51][CH2:52][O:53][CH3:54].[CH3:55][CH2:56][OH:57].[Cs+:41].[Cs+:42].[OH2:58].[OH2:59].[n:28]1[cH:29][n:30][cH:31][c:32]([B:34]([OH:35])[OH:36])[cH:33]1>>[c:2]1(-[c:32]2[cH:31][n:30][cH:29][n:28][cH:33]2)[cH:3][c:4]([C:8]2([c:19]3[cH:20][c:21]([Cl:27])[c:22]([O:25][CH3:26])[cH:23][cH:24]3)[N:9]=[C:10]([NH2:18])[c:11]3[c:12]([F:17])[cH:13][cH:14][cH:15][c:16]32)[cH:5][cH:6][cH:7]1.